Dataset: the Open Reaction Database (ORD), a public repository of structured organic reaction records. Task: describe an organic reaction: reactants, conditions, products, and yield Reaction conditions: time 90 hour. Run in C(C)#N (acetonitrile). Yield: 76.1%. The reactants are CN1CCCC2=CC=C(C(=C12)O)CCC (N-methyl-1,2,3,4-tetrahydro-7-propyl-8-hydroxyquinoline), CBr (methyl bromide). As a reaction SMILES: [CH3:1][N:2]1[C:11]2[C:6](=[CH:7][CH:8]=[C:9]([CH2:13][CH2:14][CH3:15])[C:10]=2[OH:12])[CH2:5][CH2:4][CH2:3]1.[CH3:16][Br:17]>C(#N)C>[Br-:17].[CH3:1][N+:2]1([CH3:16])[C:11]2[C:6](=[CH:7][CH:8]=[C:9]([CH2:13][CH2:14][CH3:15])[C:10]=2[OH:12])[CH2:5][CH2:4][CH2:3]1 |f:3.4|. Yields the product [Br-].C[N+]1(CCCC2=CC=C(C(=C12)O)CCC)C (N,N-dimethyl-1,2,3,4-tetrahydro-7-propyl-8-hydroxyquinolinium bromide). Reported procedure: Into a tube, one introduces 7.5 g of N-methyl-1,2,3,4-tetrahydro-7-propyl-8-hydroxyquinoline (i.e. 0.035 mole) and 4 g of methyl bromide (i.e. 0.035 mole). One adds 10 ml of acetonitrile, one seals the tube and one heats in an oil bath, at 70°C, for 90 hours. After cooling, one dries the compound that is formed, washes with anhydrous ether, and recrystallizes in boiling isopropanol (1 g of product, 2 ml of alcohol). One collects whitish crystals, which one washes again with ether, then one dries... Starting materials: C1(=CC=CC=C1)CCNC=1SC=C(N1)CCC (N-(2-phenylethyl)-4-propyl-1,3-thiazole-2-amine), [H-].[Na+] (sodium hydride), O (water), ClCC1=CC=C(COC2=CC=C(C=C2)CCC(=O)OC)C=C1 (Methyl 3-(4-{[4-(chloromethyl)benzyl]-oxy}phenyl)propanoate). Run in CN(C=O)C (N,N-dimethylformamide). Run at time 1 hour. The product is C1(=CC=CC=C1)CCN(C=1SC=C(N1)CCC)CC1=CC=C(COC2=CC=C(C=C2)CCC(=O)OC)C=C1 (methyl 3-{4-[(4-{[(2-phenylethyl)(4-propyl-1,3-thiazol-2-yl)amino]methyl}benzyl)oxy]phenyl}propanoate). Yield: 72.1%. RXN SMILES: [C:1]1([CH2:7][CH2:8][NH:9][C:10]2[S:11][CH:12]=[C:13]([CH2:15][CH2:16][CH3:17])[N:14]=2)[CH:6]=[CH:5][CH:4]=[CH:3][CH:2]=1.[H-].[Na+].Cl[CH2:21][C:22]1[CH:41]=[CH:40][C:25]([CH2:26][O:27][C:28]2[CH:33]=[CH:32][C:31]([CH2:34][CH2:35][C:36]([O:38][CH3:39])=[O:37])=[CH:30][CH:29]=2)=[CH:24][CH:23]=1.O>CN(C)C=O>[C:1]1([CH2:7][CH2:8][N:9]([CH2:21][C:22]2[CH:41]=[CH:40][C:25]([CH2:26][O:27][C:28]3[CH:33]=[CH:32][C:31]([CH2:34][CH2:35][C:36]([O:38][CH3:39])=[O:37])=[CH:30][CH:29]=3)=[CH:24][CH:23]=2)[C:10]2[S:11][CH:12]=[C:13]([CH2:15][CH2:16][CH3:17])[N:14]=2)[CH:6]=[CH:5][CH:4]=[CH:3][CH:2]=1 |f:1.2|. Reported procedure: To a solution of N-(2-phenylethyl)-4-propyl-1,3-thiazole-2-amine (246 mg) in N,N-dimethylformamide (2 mL) was added sodium hydride (40 mg), and the mixture was stirred at room temperature for 1 hr. Methyl 3-(4-{[4-(chloromethyl)benzyl]-oxy}phenyl)propanoate (318 mg) was added to the reaction mixture at room temperature, and the mixture was stirred at room temperature for 1 hr. The reaction mixture was poured into water and extracted with ethyl acetate. The ethyl acetate layer was dried using a P...